Dataset: the Open Reaction Database (ORD), a public repository of structured organic reaction records. Task: describe an organic reaction: reactants, conditions, products, and yield The reactants are CCC=CCC=CCC=CCC=CCC=CCC=CCCC(=O)NCC(=O)Nc1ccc(O)c(C(=O)OC)c1, C1CCOC1, Cl, [Na+], [OH-]. Yields the product CCC=CCC=CCC=CCC=CCC=CCC=CCCC(=O)NCC(=O)Nc1ccc(O)c(C(=O)O)c1. RXN SMILES: [C:1]([CH2:2][CH2:3][CH:4]=[CH:5][CH2:6][CH:7]=[CH:8][CH2:9][CH:10]=[CH:11][CH2:12][CH:13]=[CH:14][CH2:15][CH:16]=[CH:17][CH2:18][CH:19]=[CH:20][CH2:21][CH3:22])(=[O:23])[NH:24][CH2:25][C:26](=[O:27])[NH:28][c:29]1[cH:30][cH:31][c:32]([OH:39])[c:33]([C:34](=[O:35])[O:36][CH3:37])[cH:38]1.[CH2:41]1[O:42][CH2:43][CH2:44][CH2:45]1.[ClH:40].[Na+:47].[OH-:46]>>[C:1]([CH2:2][CH2:3][CH:4]=[CH:5][CH2:6][CH:7]=[CH:8][CH2:9][CH:10]=[CH:11][CH2:12][CH:13]=[CH:14][CH2:15][CH:16]=[CH:17][CH2:18][CH:19]=[CH:20][CH2:21][CH3:22])(=[O:23])[NH:24][CH2:25][C:26](=[O:27])[NH:28][c:29]1[cH:30][cH:31][c:32]([OH:39])[c:33]([C:34](=[O:35])[OH:36])[cH:38]1. The solvent is C(C)(=O)O (acetic acid). Reported procedure: 2.75 g (0.01 mol) of ethyl 1-cyclopropyl-7-fluoro-1,4-dihydro-4-oxo-3-quinolinecarboxylate are refluxed for four hours in a mixture of 12 ml of acetic acid, 12 ml of water and 1.2 ml of concentrated sulphuric acid. The cooled reaction mixture is poured into ice-water, and the precipitate is filtered off, washed with water and dried at 100° C. in a drying cupboard. As a reaction SMILES: [CH:1]1([N:4]2[C:13]3[C:8](=[CH:9][CH:10]=[C:11]([F:14])[CH:12]=3)[C:7](=[O:15])[C:6]([C:16]([O:18]CC)=[O:17])=[CH:5]2)[CH2:3][CH2:2]1.O.S(=O)(=O)(O)O>C(O)(=O)C>[CH:1]1([N:4]2[C:13]3[C:8](=[CH:9][CH:10]=[C:11]([F:14])[CH:12]=3)[C:7](=[O:15])[C:6]([C:16]([OH:18])=[O:17])=[CH:5]2)[CH2:2][CH2:3]1. Reactants: C1(CC1)N1C=C(C(C2=CC=C(C=C12)F)=O)C(=O)OCC (ethyl 1-cyclopropyl-7-fluoro-1,4-dihydro-4-oxo-3-quinolinecarboxylate), O (water), S(O)(O)(=O)=O (sulphuric acid), ice water. Yields the product C1(CC1)N1C=C(C(C2=CC=C(C=C12)F)=O)C(=O)O (1-Cyclopropyl-7-fluoro-1,4-dihydro-4-oxo-3-quinolinecarboxylic acid). Reactants: CC(=O)O[BH-](OC(C)=O)OC(C)=O, CC(=O)O, O=Cc1ccccc1, ClCCl, NC1COCCn2c1nc(-c1ccncn1)cc2=O, [Na+]. Yields the product O=c1cc(-c2ccncn2)nc2n1CCOCC2NCc1ccccc1. Reaction SMILES: [C:28]([O:29][BH-:30]([O:31][C:32](=[O:33])[CH3:34])[O:35][C:36](=[O:37])[CH3:38])(=[O:39])[CH3:40].[CH3:42][C:43](=[O:44])[OH:45].[CH:20](=[O:21])[c:22]1[cH:23][cH:24][cH:25][cH:26][cH:27]1.[Cl:46][CH2:47][Cl:48].[NH2:1][CH:2]1[CH2:3][O:4][CH2:5][CH2:6][n:7]2[c:8]1[n:9][c:10](-[c:14]1[n:15][cH:16][n:17][cH:18][cH:19]1)[cH:11][c:12]2=[O:13].[Na+:41]>>[NH:1]([CH:2]1[CH2:3][O:4][CH2:5][CH2:6][n:7]2[c:8]1[n:9][c:10](-[c:14]1[n:15][cH:16][n:17][cH:18][cH:19]1)[cH:11][c:12]2=[O:13])[CH2:20][c:22]1[cH:23][cH:24][cH:25][cH:26][cH:27]1.